This data is from the Open Reaction Database (ORD), a public repository of structured organic reaction records. The task is: describe an organic reaction: reactants, conditions, products, and yield Starting materials: CC(C)(C#N)N=NC(C)(C)C#N (AIBN), C1(=CC=CC=C1)C (toluene), ClCC=CC1=CC=CC=C1 (chloromethylstyrene), C1(=CC=CC=C1)C (toluene). Reaction conditions: temperature 79 celsius, time 22 hour. The product is ClCC1=CC=C(C=C1)C=C (1-(chloromethyl)-4-vinylbenzene), powder. Reaction SMILES: CC(N=N[C:8]([C:11]#N)(C)C)(C#N)C.[Cl:13]CC=CC1C=CC=CC=1.[C:23]1([CH3:29])[CH:28]=[CH:27][CH:26]=[CH:25][CH:24]=1>>[Cl:13][CH2:29][C:23]1[CH:28]=[CH:27][C:26]([CH:8]=[CH2:11])=[CH:25][CH:24]=1. Procedure details: A flame dried 1-L round bottom flask was charged with AIBN (1.9 g, 11.6 mmol) and 50 mL of anhydrous toluene. To this stirred solution was added chloromethylstyrene (76.25 g, 500 mmol) in toluene (430 mL). Argon was bubbled through the mixture; it was then warmed to 78-80° C. with stirring for 22 hrs under a blanket of argon. Approximately 50 mL of hexane was added to the flask and the whole mixture was then poured into 750 ml of hexane. A taffy-like precipitate formed. The precipitate was colle...